From a dataset of the Open Reaction Database (ORD), a public repository of structured organic reaction records. describe an organic reaction: reactants, conditions, products, and yield Starting materials: C(C=C)C1OCC(C1)OCC1=CC=CC=C1 (2-allyl-4-(benzyloxy)tetrahydrofuran), I(=O)(=O)(=O)[O-].[Na+] (sodium periodate), C(C)(=O)OCC.CCCCCC (ethyl acetate hexane). Reagents/catalysts: [Os](=O)(=O)(=O)=O (osmium tetroxide). Solvent: C1CCOC1 (THF), O (water), CCOCC (ether). Reaction conditions: time 20 hour. Yields the product C(C1=CC=CC=C1)OC1CC(OC1)CC=O (2-(4-(benzyloxy)tetrahydrofuran-2-yl)acetaldehyde). Yield: 78.7%. RXN SMILES: [CH2:1]([CH:4]1[CH2:8][CH:7]([O:9][CH2:10][C:11]2[CH:16]=[CH:15][CH:14]=[CH:13][CH:12]=2)[CH2:6][O:5]1)[CH:2]=C.I([O-])(=O)(=O)=[O:18].[Na+].C(OCC)(=O)C.CCCCCC>C1COCC1.O.CCOCC.[Os](=O)(=O)(=O)=O>[CH2:10]([O:9][CH:7]1[CH2:6][O:5][CH:4]([CH2:1][CH:2]=[O:18])[CH2:8]1)[C:11]1[CH:16]=[CH:15][CH:14]=[CH:13][CH:12]=1 |f:1.2,3.4|. Reported procedure: To a stirred solution of 2-allyl-4-(benzyloxy)tetrahydrofuran (3.1 g, 14.20 mmol) in THF (100 mL) and water (100 mL) was added osmium tetroxide (2 mL, 0.327 mmol) at room temperature. After a few minutes, sodium periodate (7.59 g, 35.5 mmol) was added in small portions over 15 min. After 20 h, the reaction mixture was diluted with ether (200 mL), filtered and the filtrate washed with water (2×50 mL) followed by brine (50 mL), then dried (Na2SO4), filtered and concentrated to give a gray oil. Fla... The reactants are [Cl-].O[NH3+] (hydroxylammonium chloride), C(O)([O-])=O.[Na+] (sodium hydrogen carbonate), CS(=O)C (dimethyl sulfoxide), C(CCC)C=1N=C(N(C(C1CC1=CC=C(C=C1)C=1C(=CC=CC1)C#N)=O)C=1C=CC2=C(CCO2)C1)C (4′-{[4-butyl-1-(2,3-dihydro-1-benzofuran-5-yl)-2-methyl-6-oxo-1,6-dihydropyrimidin-5-yl]methyl}biphenyl-2-carbonitrile). Solvent: O (water), C(C)(=O)OCC (ethyl acetate). Conditions: temperature 40 celsius, time 30 minute. Yields the product C(CCC)C1=C(C(N(C(=N1)C)C=1C=CC2=C(CCO2)C1)=O)CC1=CC=C(C=C1)C1=C(C=CC=C1)C1=NOC(N1)=O (6-butyl-3-(2,3-dihydro-1-benzofuran-5-yl)-2-methyl-5-{[2′-(5-oxo-4,5-dihydro-1,2,4-oxadiazol-3-yl)biphenyl-4-yl]methyl}pyrimidin-4(3H)-one). Yield: 54.9%. As a reaction SMILES: [Cl-].O[NH3+:3].[C:4](=[O:7])([O-])[OH:5].[Na+].CS(C)=O.[CH2:13]([C:17]1[N:18]=[C:19]([CH3:48])[N:20]([C:39]2[CH:40]=[CH:41][C:42]3[O:46][CH2:45][CH2:44][C:43]=3[CH:47]=2)[C:21](=[O:38])[C:22]=1[CH2:23][C:24]1[CH:29]=[CH:28][C:27]([C:30]2[C:31]([C:36]#[N:37])=[CH:32][CH:33]=[CH:34][CH:35]=2)=[CH:26][CH:25]=1)[CH2:14][CH2:15][CH3:16]>O.C(OCC)(=O)C>[CH2:13]([C:17]1[N:18]=[C:19]([CH3:48])[N:20]([C:39]2[CH:40]=[CH:41][C:42]3[O:46][CH2:45][CH2:44][C:43]=3[CH:47]=2)[C:21](=[O:38])[C:22]=1[CH2:23][C:24]1[CH:25]=[CH:26][C:27]([C:30]2[CH:35]=[CH:34][CH:33]=[CH:32][C:31]=2[C:36]2[NH:3][C:4](=[O:7])[O:5][N:37]=2)=[CH:28][CH:29]=1)[CH2:14][CH2:15][CH3:16] |f:0.1,2.3|. Procedure: A mixture of hydroxylammonium chloride (1.4 g), sodium hydrogen carbonate (2.1 g) and dimethyl sulfoxide (10 mL) was stirred at 40° C. for 30 min, 4′-{[4-butyl-1-(2,3-dihydro-1-benzofuran-5-yl)-2-methyl-6-oxo-1,6-dihydropyrimidin-5-yl]methyl}biphenyl-2-carbonitrile (1.20 g) was added, and the mixture was stirred at 90° C. for 18 hr. The reaction mixture was allowed to cool to room temperature, ethyl acetate and water were added, and the mixture was extracted with ethyl acetate. The organic layer... Starting materials: [Na] (sodium), C(#N)C(C(=O)OC)C#N (methyl dicyanoacetate), Cl (hydrochloric acid). The reagents and catalysts are [Pd] (palladium on carbon). Run in CO (methanol). Reaction conditions: time 24 hour. Yields the product Cl.Cl.NCC(C(=O)OC)CN (Methyl 3-amino-2-(aminomethyl)propionate bis-hydrochloride). Reaction SMILES: [Na].[C:2]([CH:4]([C:9]#[N:10])[C:5]([O:7][CH3:8])=[O:6])#[N:3].[ClH:11]>[Pd].CO>[ClH:11].[ClH:11].[NH2:3][CH2:2][CH:4]([CH2:9][NH2:10])[C:5]([O:7][CH3:8])=[O:6] |f:5.6.7,^1:0|. Procedure details: A stirring suspension of 10% palladium on carbon (2.0 g) in a solution of the sodium salt of methyl dicyanoacetate (1.00 g, 6.20 mmol) in methanol (100 mL) containing concd hydrochloric acid (32%, 2.0 mL) was hydrogenated at 5 bar and rt. for 24 h. The catalyst was removed by filtration and the solvent was evaporated in vacuo. The residue was treated with methanol (50 mL) and the precipitated sodium chloride was removed by filtration. The solution was concentrated to a low volume in vacuo and th... The reactants are C(C)C=1C(=NC(=CN1)CC)NC(CC)CC (3,6-diethyl-N-(1-ethylpropyl)pyrazin-2-amine), BrN1C(CCC1=O)=O (N-bromosuccinimide). Run in C(Cl)Cl (CH2Cl2). Conditions: temperature 0 celsius, time 30 minute. Yields the product BrC=1N=C(C(=NC1CC)NC(CC)CC)CC (5-bromo-3,6-diethyl-N-(1-ethylpropyl)pyrazin-2-amine). Isolated yield 85.3%. As a reaction SMILES: [CH2:1]([C:3]1[C:4]([NH:11][CH:12]([CH2:15][CH3:16])[CH2:13][CH3:14])=[N:5][C:6]([CH2:9][CH3:10])=[CH:7][N:8]=1)[CH3:2].[Br:17]N1C(=O)CCC1=O>C(Cl)Cl>[Br:17][C:7]1[N:8]=[C:3]([CH2:1][CH3:2])[C:4]([NH:11][CH:12]([CH2:15][CH3:16])[CH2:13][CH3:14])=[N:5][C:6]=1[CH2:9][CH3:10]. Reported procedure: A 500 mL dry round bottom flask equipped with a magnetic stir bar was charged with 3,6-diethyl-N-(1-ethylpropyl)pyrazin-2-amine (10.0 g, 45.18 mmol) and CH2Cl2 (220 mL). After the mixture was cooled with an ice bath, N-bromosuccinimide (8.84 g, 49.7 mmol) was added at once. The mixture was stirred at 0° C. for 30 minutes then quenched with saturated aq. NaHCO3, diluted with H2O and extrated twice with CH2Cl2. The organics were combined, dried with NaSO4, filtered and concentrated to 13.96 g of a... Reactants: FC1=CC=C(C=C1)C1=NOC(=C1C=1N=CNC1)COC (3-(4-fluoro-phenyl)-4-(1H-imidazol-4-yl)-5-methoxymethyl-isoxazole), FC1=CC=C(C=C1)C(F)(F)F (1-fluoro-4-trifluoromethylbenzene). RXN SMILES: [F:1][C:2]1[CH:7]=[CH:6][C:5]([C:8]2[C:12]([C:13]3[N:14]=[CH:15][NH:16][CH:17]=3)=[C:11]([CH2:18][O:19][CH3:20])[O:10][N:9]=2)=[CH:4][CH:3]=1.F[C:22]1[CH:27]=[CH:26][C:25]([C:28]([F:31])([F:30])[F:29])=[CH:24][CH:23]=1>>[F:1][C:2]1[CH:7]=[CH:6][C:5]([C:8]2[C:12]([C:13]3[N:14]=[CH:15][N:16]([C:22]4[CH:27]=[CH:26][C:25]([C:28]([F:31])([F:30])[F:29])=[CH:24][CH:23]=4)[CH:17]=3)=[C:11]([CH2:18][O:19][CH3:20])[O:10][N:9]=2)=[CH:4][CH:3]=1. Procedure: As described for Example 142f, 3-(4-fluoro-phenyl)-4-(1H-imidazol-4-yl)-5-methoxymethyl-isoxazole (546 mg, 2.0 mmol) was converted, using 1-fluoro-4-trifluoromethylbenzene instead of 1-(4-fluorophenyl)-ethanone, to the title compound (520 mg, 57%) which was obtained as light yellow solid. MS: m/e=418.4[M+H]+. Product: FC1=CC=C(C=C1)C1=NOC(=C1C=1N=CN(C1)C1=CC=C(C=C1)C(F)(F)F)COC (3-(4-Fluoro-phenyl)-5-methoxymethyl-4-[1-(4-trifluoromethyl-phenyl)-1H-imidazol-4-yl]-isoxazole). Yield: 57.0%. The reactants are CC(C)CCCC(C)CCCC(C)CCCC(C)(C=C)O (isophytol), CC=1C(=C(C(=C(O)C1)C)C)O (trimethylhydroquinone), C1(OCC(C)O1)=O (propylene carbonate), FC(C(=O)O)(F)F (Trifluoroacetic acid). Run in O (water), CCCCCCC (heptane). Reaction conditions: temperature 140 celsius, time 10 minute. The product is C(\C=C(/C)\CCC[C@H](C)CCC[C@H](C)CCCC(C)C)C1=C(C(=C(C(=C1O)C)C)O)C (Phytyltrimethylhydroquinone). As a reaction SMILES: [CH3:1][C:2]1[C:3]([OH:11])=[C:4]([CH3:10])[C:5]([CH3:9])=[C:6]([CH:8]=1)[OH:7].[C:12]1(=O)OC(C)CO1.FC(F)(F)C(O)=O.[CH3:26][CH:27]([CH2:29][CH2:30][CH2:31][CH:32]([CH2:34][CH2:35][CH2:36][CH:37]([CH2:39][CH2:40][CH2:41][C:42](O)([CH:44]=C)[CH3:43])[CH3:38])[CH3:33])[CH3:28]>O.CCCCCCC>[CH2:1]([C:2]1[C:3]([OH:11])=[C:4]([CH3:10])[C:5]([CH3:9])=[C:6]([OH:7])[C:8]=1[CH3:12])/[CH:26]=[C:27](/[CH2:29][CH2:30][CH2:31][C@@H:32]([CH2:34][CH2:35][CH2:36][C@@H:37]([CH2:39][CH2:40][CH2:41][CH:42]([CH3:44])[CH3:43])[CH3:38])[CH3:33])\[CH3:28]. Reported procedure: A mixture of trimethylhydroquinone (15.5 g, 100 mmol), propylene carbonate (100 ml) and heptane (100 ml) was heated to 140° C. (bath temperature) in a three-necked reaction flask equipped with a water separator, a reflux condenser and argon gasification means. Trifluoroacetic acid (0.5 ml, 6.52 mmol) was then added dropwise using a syringe to the biphasic reaction mixture at reflux temperature, followed by isophytol (35.99 ml, 100 mmol) to the resulting solution over a period of 30 minutes at 14... Starting materials: C1CCOC1, C=Cc1cc2c(cc1OC)OC(C(F)(F)F)C(C(=O)OCC)=C2, CCO, Cl, [Li+], [OH-], O. Product: C=Cc1cc2c(cc1OC)OC(C(F)(F)F)C(C(=O)O)=C2. As a reaction SMILES: [CH2:30]1[O:31][CH2:32][CH2:33][CH2:34]1.[CH3:1][O:2][c:3]1[c:4]([CH:22]=[CH2:23])[cH:5][c:6]2[c:11]([cH:12]1)[O:10][CH:9]([C:13]([F:14])([F:15])[F:16])[C:8]([C:17](=[O:18])[O:19][CH2:20][CH3:21])=[CH:7]2.[CH3:26][CH2:27][OH:28].[ClH:29].[Li+:24].[OH-:25].[OH2:35]>>[CH3:1][O:2][c:3]1[c:4]([CH:22]=[CH2:23])[cH:5][c:6]2[c:11]([cH:12]1)[O:10][CH:9]([C:13]([F:14])([F:15])[F:16])[C:8]([C:17](=[O:18])[OH:19])=[CH:7]2. Procedure details: 5-Chloro-furan-2-carbaldehyde (Snyder, H. R., Jr.; Seehausen, P. H., J. Heterocycl. Chem., 10: 385-6 (1973)) was annulated according to Procedure H (8 equiv sodium; aldehyde and azido-acetic acid ethyl ester added as ethanol solution (0.9 M of ester); condensation reaction mixture allowed to warm to room temperature, stirred for 1 h, quenched at −40° C., diluted with water, and extracted with ether; acrylate not purified; crude furanopyrrole filtered before concentration). RXN SMILES: [Cl:1][C:2]1[O:6][C:5]([CH:7]=O)=[CH:4][CH:3]=1.[Na].[CH2:10]([O:12][C:13](=[O:18])[CH2:14][N:15]=[N+]=[N-])[CH3:11]>C(O)C>[CH2:10]([O:12][C:13]([C:14]1[NH:15][C:4]2[CH:3]=[C:2]([Cl:1])[O:6][C:5]=2[CH:7]=1)=[O:18])[CH3:11] |^1:8|. The reactants are ClC1=CC=C(O1)C=O (5-Chloro-furan-2-carbaldehyde), [Na] (sodium), aldehyde, C(C)OC(CN=[N+]=[N-])=O (azido-acetic acid ethyl ester). Solvent: C(C)O (ethanol). Run at time 1 hour. Product: C(C)OC(=O)C1=CC2=C(N1)C=C(O2)Cl (2-Chloro-4H-furo[3,2-b]pyrrole-5-carboxylic acid ethyl ester). Reactants: ClC=1C=C(C=C(C1)Cl)I (3,5-dichloroiodobenzene), CC(C(C(C(C)(C)C)=O)=O)CCC (tetramethyl heptanedione), C([O-])([O-])=O.[Cs+].[Cs+] (cesium carbonate), BrC1=CC=C(C=C1)S (4-bromothiophenol). Reagents/catalysts: Cl[Cu] (CuCl). Run in hexanes, CN1C(CCC1)=O (N-Methyl-2-pyrrolidone), C(C)(=O)OCC (ethyl acetate). Conditions: temperature 130 celsius, time 2 hour. The product is BrC1=CC=C(C=C1)SC1=CC(=CC(=C1)Cl)Cl (1-(4-bromo-phenylsulfanyl)-3,5-dichloro-benzene). The yield is 79.4%. As a reaction SMILES: [Br:1][C:2]1[CH:7]=[CH:6][C:5]([SH:8])=[CH:4][CH:3]=1.[Cl:9][C:10]1[CH:11]=[C:12](I)[CH:13]=[C:14]([Cl:16])[CH:15]=1.CC(CCC)C(=O)C(=O)C(C)(C)C.C(=O)([O-])[O-].[Cs+].[Cs+]>C(OCC)(=O)C.Cl[Cu].CN1CCCC1=O>[Br:1][C:2]1[CH:7]=[CH:6][C:5]([S:8][C:12]2[CH:11]=[C:10]([Cl:9])[CH:15]=[C:14]([Cl:16])[CH:13]=2)=[CH:4][CH:3]=1 |f:3.4.5|. Reported procedure: N-Methyl-2-pyrrolidone (10 mL) was added to 4-bromothiophenol (0.500 g, 2.64 mmol) in a sealed tube and the mixture was purged with argon for 5 minutes. After this time, 3,5-dichloroiodobenzene (0.72 g, 2.64 mmol), CuCl (0.131 g, 1.32 mmol), tetramethyl heptanedione (0.14 mL, 0.66 mmol) and cesium carbonate (1.70 g, 5.28 mmol) were added to the reaction mixture. The reaction mixture was stirred at 130° C. under argon for 2 hours. The reaction mixture was cooled to room temperature, diluted with ... The yield is 80.0%. Procedure: In 50 ml of warm ethanol was dissolved 0.5 g of 4,7-dihydro-7-ethyl-2-formyl-4-oxo-thieno[2,3-b]pyridine-5-carboxylic acid ethyl ester. The solution was cooled to room-temperature, then 0.2 g of hydroxylamine hydrochloride was added followed by 2 ml of a 5%-solution of sodium hydroxide. After filtration, 4,7-dihydro-7-ethyl-2-hydroxyimino-4-oxo-thieno[2,3-b]pyridine-5-carboxylic acid ethyl ester was obtained in a yield of 80%. The reactants are C(C)OC(=O)C=1C(C2=C(N(C1)CC)SC(=C2)C=O)=O (4,7-dihydro-7-ethyl-2-formyl-4-oxo-thieno[2,3-b]pyridine-5-carboxylic acid ethyl ester), Cl.NO (hydroxylamine hydrochloride), [OH-].[Na+] (sodium hydroxide). Solvent: C(C)O (ethanol). Reaction SMILES: [CH2:1]([O:3][C:4]([C:6]1[C:7](=[O:19])[C:8]2[CH:16]=[C:15](C=O)[S:14][C:9]=2[N:10]([CH2:12][CH3:13])[CH:11]=1)=[O:5])[CH3:2].Cl.[NH2:21][OH:22].[OH-].[Na+]>C(O)C>[CH2:1]([O:3][C:4]([C:6]1[C:7](=[O:19])[C:8]2[CH2:16][C:15](=[N:21][OH:22])[S:14][C:9]=2[N:10]([CH2:12][CH3:13])[CH:11]=1)=[O:5])[CH3:2] |f:1.2,3.4|. Yields the product C(C)OC(=O)C=1C(C2=C(N(C1)CC)SC(C2)=NO)=O (4,7-dihydro-7-ethyl-2-hydroxyimino-4-oxo-thieno[2,3-b]pyridine-5-carboxylic acid ethyl ester).